Dataset: the Open Reaction Database (ORD), a public repository of structured organic reaction records. Task: describe an organic reaction: reactants, conditions, products, and yield Reaction SMILES: [CH3:23][c:24]1[n:25][n:26][nH:27][n:28]1.[CH3:47][OH:48].[Cl:44][CH2:45][Cl:46].[F:1][c:2]1[cH:3][c:4]([N:15]2[C:16](=[O:22])[O:17][CH:18]([CH2:20][OH:21])[CH2:19]2)[cH:5][cH:6][c:7]1-[n:8]1[n:9][n:10][c:11]([S:13][CH3:14])[cH:12]1.[O:30]=[C:31]([O:32][CH:33]([CH3:34])[CH3:35])[N:36]=[N:37][C:38]([O:39][CH:40]([CH3:41])[CH3:42])=[O:43].[PH3:29]>>[F:1][c:2]1[cH:3][c:4]([N:15]2[C:16](=[O:22])[O:17][CH:18]([CH2:20][n:26]3[n:25][c:24]([CH3:23])[n:28][n:27]3)[CH2:19]2)[cH:5][cH:6][c:7]1-[n:8]1[n:9][n:10][c:11]([S:13][CH3:14])[cH:12]1. The reactants are Cc1nn[nH]n1, CO, ClCCl, CSc1cn(-c2ccc(N3CC(CO)OC3=O)cc2F)nn1, CC(C)OC(=O)N=NC(=O)OC(C)C, P. The product is CSc1cn(-c2ccc(N3CC(Cn4nnc(C)n4)OC3=O)cc2F)nn1. The reactants are [Na+], O=C([O-])O, O=[N+]([O-])O, O=S(=O)(O)O, C1=CN(c2cccnc2)CN1. Yields the product O=[N+]([O-])C1NC=CN1c1cccnc1. As a reaction SMILES: [Na+:25].[O-:21][C:22]([OH:23])=[O:24].[OH:6][N+:7]([O-:8])=[O:9].[S:1](=[O:2])(=[O:3])([OH:4])[OH:5].[n:10]1[cH:11][c:12]([N:16]2[CH2:17][NH:18][CH:19]=[CH:20]2)[cH:13][cH:14][cH:15]1>>[O-:6][N+:7](=[O:9])[CH:17]1[N:16]([c:12]2[cH:11][n:10][cH:15][cH:14][cH:13]2)[CH:20]=[CH:19][NH:18]1. Reactants: CS(=O)(=O)Cl, COc1cccc(C=Cc2nc3ccccc3c(=O)n2-c2ccccc2)c1N, c1ccncc1. Product: COc1cccc(C=Cc2nc3ccccc3c(=O)n2-c2ccccc2)c1NS(C)(=O)=O. Reaction SMILES: [CH3:29][S:30]([Cl:31])(=[O:32])=[O:33].[NH2:1][c:2]1[c:3]([CH:4]=[CH:5][c:6]2[n:7][c:8]3[cH:9][cH:10][cH:11][cH:12][c:13]3[c:14](=[O:22])[n:15]2-[c:16]2[cH:17][cH:18][cH:19][cH:20][cH:21]2)[cH:23][cH:24][cH:25][c:26]1[O:27][CH3:28].[cH:34]1[cH:35][cH:36][n:37][cH:38][cH:39]1>>[NH:1]([c:2]1[c:3]([CH:4]=[CH:5][c:6]2[n:7][c:8]3[cH:9][cH:10][cH:11][cH:12][c:13]3[c:14](=[O:22])[n:15]2-[c:16]2[cH:17][cH:18][cH:19][cH:20][cH:21]2)[cH:23][cH:24][cH:25][c:26]1[O:27][CH3:28])[S:30]([CH3:29])(=[O:32])=[O:33]. Reactants: O=C(NC1CCCCC1O)c1cnc(OCC(F)(F)F)c(Br)c1, Cc1ccccc1, OB(O)c1ccc(Cl)c(Cl)c1, [Na+], [Na+], O=C([O-])[O-], CN(C)C=O. Yields the product O=C(NC1CCCCC1O)c1cnc(OCC(F)(F)F)c(-c2ccc(Cl)c(Cl)c2)c1. As a reaction SMILES: [Br:1][c:2]1[c:3]([O:18][CH2:19][C:20]([F:21])([F:22])[F:23])[n:4][cH:5][c:6]([C:7](=[O:8])[NH:9][CH:10]2[CH:11]([OH:16])[CH2:12][CH2:13][CH2:14][CH2:15]2)[cH:17]1.[CH3:41][c:42]1[cH:43][cH:44][cH:45][cH:46][cH:47]1.[Cl:24][c:25]1[cH:26][c:27]([B:32]([OH:33])[OH:34])[cH:28][cH:29][c:30]1[Cl:31].[Na+:35].[Na+:36].[O-:37][C:38](=[O:39])[O-:40].[O:48]=[CH:49][N:50]([CH3:51])[CH3:52]>>[c:2]1(-[c:27]2[cH:26][c:25]([Cl:24])[c:30]([Cl:31])[cH:29][cH:28]2)[c:3]([O:18][CH2:19][C:20]([F:21])([F:22])[F:23])[n:4][cH:5][c:6]([C:7](=[O:8])[NH:9][CH:10]2[CH:11]([OH:16])[CH2:12][CH2:13][CH2:14][CH2:15]2)[cH:17]1. The reactants are ClC1=C(C=C(C=C1)NC)F ((4-chloro-3-fluoro-phenyl)-methyl-amine), CC(C)(C)[O-].[K+] (Potassium tert-butylate), C(CCC)[Li] (n-Butyllithium), C(=O)=O (dry ice). The solvent is O (Water), C1CCOC1 (THF), C1CCOC1 (THF), C1CCOC1 (THF). Run at temperature -75 celsius, time 5 minute. The product is ClC=1C(=C(C(=O)O)C(=CC1)NC)F (3-chloro-2-fluoro-6-methylamino-benzoic acid). The yield is 11.0%. Reaction SMILES: C([Li])CCC.[Cl:6][C:7]1[CH:12]=[CH:11][C:10]([NH:13][CH3:14])=[CH:9][C:8]=1[F:15].CC([O-])(C)C.[K+].[C:22](=[O:24])=[O:23]>C1COCC1.O>[Cl:6][C:7]1[C:8]([F:15])=[C:9]([C:10]([NH:13][CH3:14])=[CH:11][CH:12]=1)[C:22]([OH:24])=[O:23] |f:2.3|. Reported procedure: n-Butyllithium solution (1.6 M in hexane, 4.95 mL, 8.0 mmol) was added at −78° C. to THF (10 ml) under nitrogen. A solution of (4-chloro-3-fluoro-phenyl)-methyl-amine (575 mg, 4.0 mmol) in THF (3 mL) was added dropwise keeping the temperature below −70° C. The solution was stirred for 5 min at −75° C. Potassium tert-butylate (889 mg, 8 mmol) dissolved in THF (2 ml) was added within 15 min. The reaction was stirred at −75° C. for 2 h and treated with a large excess of dry ice. Within 30 min the r...